From a dataset of the Open Reaction Database (ORD), a public repository of structured organic reaction records. describe an organic reaction: reactants, conditions, products, and yield Starting materials: CN(C(OC(C)(C)C)=O)CCN(CC=1C(=NN(C1)C1OCCCC1)C1CCNCC1)C ((R/S) tert-butyl N-methyl-N-[2-[methyl([[1-(oxan-2-yl)-3-(piperidin-4-yl)-1H-pyrazol-4-yl]methyl])amino]ethyl]carbamate), CC(C=O)C (2-methylpropanal), [BH-](OC(=O)C)(OC(=O)C)OC(=O)C.[Na+] (NaBH(OAc)3). The solvent is ClCCCl (1,2-dichloroethane). Reaction conditions: time 8 hour. Yields the product C(C(C)C)N1CCC(CC1)C1=NN(C=C1CN(CCN(C(OC(C)(C)C)=O)C)C)C1OCCCC1 ((R/S) tert-butyl 2-(((3-(1-isobutylpiperidin-4-yl)-1-(tetrahydro-2H-pyran-2-yl)-1H-pyrazol-4-yl)methyl)(methyl)amino)ethyl(methyl)carbamate). The yield is 57.1%. RXN SMILES: [CH3:1][N:2]([CH2:10][CH2:11][N:12]([CH3:31])[CH2:13][C:14]1[C:15]([CH:25]2[CH2:30][CH2:29][NH:28][CH2:27][CH2:26]2)=[N:16][N:17]([CH:19]2[CH2:24][CH2:23][CH2:22][CH2:21][O:20]2)[CH:18]=1)[C:3](=[O:9])[O:4][C:5]([CH3:8])([CH3:7])[CH3:6].[CH3:32][CH:33]([CH3:36])[CH:34]=O.[BH-](OC(C)=O)(OC(C)=O)OC(C)=O.[Na+]>ClCCCl>[CH2:32]([N:28]1[CH2:29][CH2:30][CH:25]([C:15]2[C:14]([CH2:13][N:12]([CH3:31])[CH2:11][CH2:10][N:2]([CH3:1])[C:3](=[O:9])[O:4][C:5]([CH3:8])([CH3:7])[CH3:6])=[CH:18][N:17]([CH:19]3[CH2:24][CH2:23][CH2:22][CH2:21][O:20]3)[N:16]=2)[CH2:26][CH2:27]1)[CH:33]([CH3:36])[CH3:34] |f:2.3|. Reported procedure: To a solution of (R/S) tert-butyl N-methyl-N-[2-[methyl([[1-(oxan-2-yl)-3-(piperidin-4-yl)-1H-pyrazol-4-yl]methyl])amino]ethyl]carbamate (250 mg, 0.57 mmol, 1.00 equiv) and 2-methylpropanal (62 mg, 0.86 mmol, 1.50 equiv) in 1,2-dichloroethane (15 mL) was added NaBH(OAc)3 (364 mg, 3.00 equiv). The resulting solution was stirred at room temperature overnight and then concentrated under vacuum to give 160 mg of crude (R/S) tert-butyl 2-(((3-(1-isobutylpiperidin-4-yl)-1-(tetrahydro-2H-pyran-2-yl)-1H... Starting materials: ClCC(=O)C=1C=C2CCN(C2=CC1)C1=C2N=CNC2=NC=N1 (2-chloro-1-[1-(9H-purin-6-yl)-2,3-dihydro-1H-indol-5-yl]ethanone), N[C@@H]1CC[C@H](CC1)N (trans-1,4-diaminocyclohexane). Run in O (water). Reaction conditions: temperature 140 celsius, time 48 hour. Product: N[C@@H]1CC[C@H](CC1)NC1=NC(=C2N=CNC2=N1)N1CCC2=CC(=CC=C12)C(C)=O (Trans-1-[1-[2-[(4-aminocyclohexyl)amino]-9H-purin-6-yl]-2,3-dihydro-1H-indol-5-yl]ethanone). Isolated yield 115.1%. RXN SMILES: Cl[CH2:2][C:3]([C:5]1[CH:6]=[C:7]2[C:11](=[CH:12][CH:13]=1)[N:10]([C:14]1[N:22]=[CH:21][N:20]=[C:19]3[C:15]=1[N:16]=[CH:17][NH:18]3)[CH2:9][CH2:8]2)=[O:4].[NH2:23][C@H:24]1[CH2:29][CH2:28][C@H:27]([NH2:30])[CH2:26][CH2:25]1>O>[NH2:23][C@H:24]1[CH2:29][CH2:28][C@H:27]([NH:30][C:21]2[N:20]=[C:19]3[C:15]([N:16]=[CH:17][NH:18]3)=[C:14]([N:10]3[C:11]4[C:7](=[CH:6][C:5]([C:3](=[O:4])[CH3:2])=[CH:13][CH:12]=4)[CH2:8][CH2:9]3)[N:22]=2)[CH2:26][CH2:25]1. Reported procedure: 1.88 g of product obtained in stage 1 above are mixed with 4.8 g of trans-1,4-diaminocyclohexane, and the mixture is then heated at 140° C. for approximately 72 hours. The mixture is allowed to return to ambient temperature for 48 hours. A paste is formed in water, and drying is carried out under vacuum at 50° C. 2.7 g of expected product are obtained, in the form of a beige powder. Reactants: C(C1=CC=CC=C1)OC1=C(C=O)C=CC=C1 (2-benzyloxybenzaldehyde), NC1=NNC=C1 (3-aminopyrazole), O=C(CC(=O)OCC)CCC (ethyl 3-ketohexanoate). Product: C(C1=CC=CC=C1)OC1=C(C=CC=C1)C1C=2C(NC(=C1C(=O)OCC)CCC)=NNC2 (Ethyl 4-(2-benzyloxyphenyl)-4,7-dihydro-6-propyl-2H-pyrazolo[3,4-b]pyridine-5-carboxylate). As a reaction SMILES: [CH2:1]([O:8][C:9]1[CH:16]=[CH:15][CH:14]=[CH:13][C:10]=1[CH:11]=O)[C:2]1[CH:7]=[CH:6][CH:5]=[CH:4][CH:3]=1.[NH2:17][C:18]1[CH:22]=[CH:21][NH:20][N:19]=1.O=[C:24]([CH2:31][CH2:32][CH3:33])[CH2:25][C:26]([O:28][CH2:29][CH3:30])=[O:27]>>[CH2:1]([O:8][C:9]1[CH:16]=[CH:15][CH:14]=[CH:13][C:10]=1[CH:11]1[C:25]([C:26]([O:28][CH2:29][CH3:30])=[O:27])=[C:24]([CH2:31][CH2:32][CH3:33])[NH:17][C:18]2=[N:19][NH:20][CH:21]=[C:22]12)[C:2]1[CH:7]=[CH:6][CH:5]=[CH:4][CH:3]=1. Reported procedure: The title compound was prepared from 2-benzyloxybenzaldehyde, 3-aminopyrazole and ethyl 3-ketohexanoate in the same manner as in Example 25. The product is CN1CCN(Cc2ccc(-c3ccc4c(Nc5ccc(Sc6nccn6C)c(Cl)c5)c(C#N)cnc4c3)cc2)CC1. Starting materials: [BH3-]C#N, CN1CCNCC1, CC(=O)O, Cn1ccnc1Sc1ccc(Nc2c(C#N)cnc3cc(-c4ccc(C=O)cc4)ccc23)cc1Cl, ClCCl, [Na+]. Reaction SMILES: [C:47]([BH3-:48])#[N:49].[CH3:36][N:37]1[CH2:38][CH2:39][NH:40][CH2:41][CH2:42]1.[CH3:43][C:44](=[O:45])[OH:46].[Cl:1][c:2]1[cH:3][c:4]([NH:5][c:6]2[c:7]([C:24]#[N:25])[cH:8][n:9][c:10]3[cH:11][c:12](-[c:16]4[cH:17][cH:18][c:19]([CH:22]=[O:23])[cH:20][cH:21]4)[cH:13][cH:14][c:15]23)[cH:26][cH:27][c:28]1[S:29][c:30]1[n:31]([CH3:35])[cH:32][cH:33][n:34]1.[Cl:51][CH2:52][Cl:53].[Na+:50]>>[Cl:1][c:2]1[cH:3][c:4]([NH:5][c:6]2[c:7]([C:24]#[N:25])[cH:8][n:9][c:10]3[cH:11][c:12](-[c:16]4[cH:17][cH:18][c:19]([CH2:22][N:40]5[CH2:39][CH2:38][N:37]([CH3:36])[CH2:42][CH2:41]5)[cH:20][cH:21]4)[cH:13][cH:14][c:15]23)[cH:26][cH:27][c:28]1[S:29][c:30]1[n:31]([CH3:35])[cH:32][cH:33][n:34]1. Starting materials: ClCC(C=CCl)=O (1,4-Dichloro-3-buten-2-one), C(CC(=O)OCC)(=O)OCC (diethyl malonate). Product: C(=O)(OCC)C(C(=O)OCC)=C(\C=C\Cl)CCl ((E)-ethyl 2-carboethoxy-5-chloro-3-chloromethyl-2,4-pentadienoate). The yield is 76.9%. Reaction SMILES: [Cl:1][CH2:2][C:3](=O)[CH:4]=[CH:5][Cl:6].[C:8]([O:16][CH2:17][CH3:18])(=[O:15])[CH2:9][C:10]([O:12][CH2:13][CH3:14])=[O:11]>>[C:8]([C:9](=[C:3]([CH2:2][Cl:1])/[CH:4]=[CH:5]/[Cl:6])[C:10]([O:12][CH2:13][CH3:14])=[O:11])([O:16][CH2:17][CH3:18])=[O:15]. Procedure details: 1,4-Dichloro-3-buten-2-one (0.0556 kg, 0.4 mole) and diethyl malonate (0.064 kg, 0.4 mole) were condensed under identical conditions to those described in Example 1(b) to give the title compound 0.0865 kg (77%; purity, g.l.c., 87.85%).